Task: describe an organic reaction: reactants, conditions, products, and yield. Dataset: the Open Reaction Database (ORD), a public repository of structured organic reaction records The reactants are BrN1C(CCC1=O)=O (N-Bromosuccinimide), C[C@@H]1CN(C[C@@H](O1)C)C1=NC(=CN=C1)C1=C(OC=C1)C (cis-2,6-dimethyl-4-[6-(2-methyl-3-furanyl)-2-pyrazinyl]morpholine). Solvent: C(Cl)(Cl)Cl (chloroform). Run at temperature 0 celsius, time 1 hour. Yields the product BrC=1N=CC(=NC1C1=C(OC=C1)C)N1C[C@H](O[C@H](C1)C)C (cis-4-[5-bromo-6-(2-methyl-3-furanyl)-2-pyrazinyl]-2,6-dimethylmorpholine). As a reaction SMILES: [Br:1]N1C(=O)CCC1=O.[CH3:9][C@H:10]1[O:15][C@@H:14]([CH3:16])[CH2:13][N:12]([C:17]2[CH:22]=[N:21][CH:20]=[C:19]([C:23]3[CH:27]=[CH:26][O:25][C:24]=3[CH3:28])[N:18]=2)[CH2:11]1>C(Cl)(Cl)Cl>[Br:1][C:20]1[N:21]=[CH:22][C:17]([N:12]2[CH2:11][C@H:10]([CH3:9])[O:15][C@H:14]([CH3:16])[CH2:13]2)=[N:18][C:19]=1[C:23]1[CH:27]=[CH:26][O:25][C:24]=1[CH3:28]. Procedure: N-Bromosuccinimide (272 mg, 1.529 mmol) was added portionwise to a solution of cis-2,6-dimethyl-4-[6-(2-methyl-3-furanyl)-2-pyrazinyl]morpholine (418 mg, 1.529 mmol) in chloroform (13 mL) at 0° C. The reaction was stirred at 0° C. for 1 hour. Crude LC/MS shows desired product can be seen and no starting material left, so reaction mixture was diluted with ethyl acetate (20 mL) and washed with water (50 mL), brine (50 mL), water (50 mL) and brine (50 mL). The organic layer was dried (sodium sulfat... Starting materials: Cl (hydrochloric acid), CC1=CC=C(C=C1)NC(OCC)=O (Ethyl N-(4-methylphenyl)carbamate), OC(C(=O)OCC)C(=C)C (ethyl 2-hydroxy-3-methyl-3-butenoate), C(CCC)N(CCCC)CCCC (tributylamine). Reagents/catalysts: [Cl-].C(CCC)[N+](CCCC)(CCCC)CCCC (tetrabutylammonium chloride). The solvent is C1(=CC=CC=C1)C (toluene). Run at time 8 hour. Product: CC1=CC=C(C=C1)N1C(OC(C1=O)=C(C)C)=O (3-(4-methylphenyl)-5-isopropylidene-1,3-oxazolidine-2,4-dione). Isolated yield 46.3%. As a reaction SMILES: [CH3:1][C:2]1[CH:7]=[CH:6][C:5]([NH:8][C:9](=O)[O:10]CC)=[CH:4][CH:3]=1.[OH:14][CH:15]([C:21]([CH3:23])=[CH2:22])[C:16]([O:18]CC)=O.C(N(CCCC)CCCC)CCC.Cl>[Cl-].C([N+](CCCC)(CCCC)CCCC)CCC.C1(C)C=CC=CC=1>[CH3:1][C:2]1[CH:7]=[CH:6][C:5]([N:8]2[C:16](=[O:18])[C:15](=[C:21]([CH3:22])[CH3:23])[O:14][C:9]2=[O:10])=[CH:4][CH:3]=1 |f:4.5|. Procedure details: Ethyl N-(4-methylphenyl)carbamate (2.87 g, 10 mmol), ethyl 2-hydroxy-3-methyl-3-butenoate (3.90 g, 30 mmol), tetrabutylammonium chloride (139 mg, 0.5 mmol) and tributylamine (92.7 mg, 0.5 mmol) were introduced into a flask (25 cc) equipped with a distillation unit, and the reaction was conducted at 200° C. for 8 hours. After the reaction solution was cooled to room temperature, toluene (20 mL) was added, and then the reaction solution was washed with water (20 mL), then 1N sodium hydroxide (20 m...